Dataset: the Open Reaction Database (ORD), a public repository of structured organic reaction records. Task: describe an organic reaction: reactants, conditions, products, and yield Reactants: C(C1=CC=CC=C1)N1C(C(CC2=CC(=NC=C12)C1=CC=CC=C1)NS(=O)(=O)C1=CC=CC=C1)=O (N-(1-Benzyl-2-oxo-6-phenyl-1,2,3,4-tetrahydro-1,7-naphthyridin-3-yl)benzenesulfonamide), CO (MeOH). Run in C1CCOC1 (THF). Reaction conditions: time 1 hour. The product is C(C1=CC=CC=C1)N1CC(CC2=CC(=NC=C12)C1=CC=CC=C1)NS(=O)(=O)C1=CC=CC=C1 (N-(1-Benzyl-6-phenyl-1,2,3,4-tetrahydro-1,7-naphthyridin-3-yl)benzenesulfonamide). Isolated yield 91.7%. As a reaction SMILES: [CH2:1]([N:8]1[C:17]2[C:12](=[CH:13][C:14]([C:18]3[CH:23]=[CH:22][CH:21]=[CH:20][CH:19]=3)=[N:15][CH:16]=2)[CH2:11][CH:10]([NH:24][S:25]([C:28]2[CH:33]=[CH:32][CH:31]=[CH:30][CH:29]=2)(=[O:27])=[O:26])[C:9]1=O)[C:2]1[CH:7]=[CH:6][CH:5]=[CH:4][CH:3]=1.CO>C1COCC1>[CH2:1]([N:8]1[C:17]2[C:12](=[CH:13][C:14]([C:18]3[CH:23]=[CH:22][CH:21]=[CH:20][CH:19]=3)=[N:15][CH:16]=2)[CH2:11][CH:10]([NH:24][S:25]([C:28]2[CH:33]=[CH:32][CH:31]=[CH:30][CH:29]=2)(=[O:27])=[O:26])[CH2:9]1)[C:2]1[CH:3]=[CH:4][CH:5]=[CH:6][CH:7]=1. Procedure details: To a suspension of 3I (80 mg, 0.17 mmol) in THF (1 mL) at RT under argon was added borane-tetrahydrofuran complex (0.85 mL, 0.85 mmol) dropwise. After the addition, the reaction became a clear solution. The reaction was allowed to stir at RT under argon for 1 h. After this time, no starting material was detected by LC-MS. MeOH (1 mL) was added carefully to the reaction and the reaction was stirred at RT for overnight. The solvent was concentrated. The resultant residue was partitioned between CH...